The task is: describe an organic reaction: reactants, conditions, products, and yield. This data is from the Open Reaction Database (ORD), a public repository of structured organic reaction records. Starting materials: BrC1=CC=C(C=C1)[C@H](C)N1C(O[C@](CC1)(C1=CC=CC=C1)CCCO)=O ((R)-3-((S)-1-(4-bromophenyl)ethyl)-6-(3-hydroxypropyl)-6-phenyl-1,3-oxazinan-2-one), BrC1=CC=CC(N1C)=O (6-bromo-1-methylpyridin-2(1H)-one). Product: OCCC[C@@]1(CCN(C(O1)=O)[C@@H](C)C1=CC=C(C=C1)C=1N(C(C=CC1)=O)C)C1=CC=CC=C1 ((R)-6-(3-hydroxypropyl)-3-((S)-1-(4-(1-methyl-6-oxo-1,6-dihydropyridin-2-yl)phenyl)ethyl)-6-phenyl-1,3-oxazinan-2-one). Reaction SMILES: Br[C:2]1[CH:7]=[CH:6][C:5]([C@@H:8]([N:10]2[CH2:15][CH2:14][C@:13]([CH2:22][CH2:23][CH2:24][OH:25])([C:16]3[CH:21]=[CH:20][CH:19]=[CH:18][CH:17]=3)[O:12][C:11]2=[O:26])[CH3:9])=[CH:4][CH:3]=1.Br[C:28]1[N:33]([CH3:34])[C:32](=[O:35])[CH:31]=[CH:30][CH:29]=1>>[OH:25][CH2:24][CH2:23][CH2:22][C@@:13]1([C:16]2[CH:21]=[CH:20][CH:19]=[CH:18][CH:17]=2)[O:12][C:11](=[O:26])[N:10]([C@H:8]([C:5]2[CH:6]=[CH:7][C:2]([C:28]3[N:33]([CH3:34])[C:32](=[O:35])[CH:31]=[CH:30][CH:29]=3)=[CH:3][CH:4]=2)[CH3:9])[CH2:15][CH2:14]1. Procedure details: The title compound was prepared from (R)-3-((S)-1-(4-bromophenyl)ethyl)-6-(3-hydroxypropyl)-6-phenyl-1,3-oxazinan-2-one following procedures analogous to those described in Example 313 Steps 3 and 4 using 6-bromo-1-methylpyridin-2(1H)-one in Step 4. LC-MS Method 2 tR=1.088, m/z=447; 1H NMR (CDCl3) 1.38 (m, 1H), 1.56 (d, 3H), 1.70 (m, 1H), 1.95-2.08 (m, 2H), 2.23 (m, 1H), 2.37 (s, 2H), 3.05 (m, 1H), 3.33 (s, 3H), 3.58 (m, 2H), 5.73 (m, 1H), 6.29 (d, 1H), 6.89 (d, 1H), 7.01-7.09 (m, 4H), 7.21-7.39...